This data is from the Open Reaction Database (ORD), a public repository of structured organic reaction records. The task is: describe an organic reaction: reactants, conditions, products, and yield The reactants are C1(=CC=CC=C1)C (toluene), ClC1=C(C=CC=C1C=1N=C(SC1C1=NC(=NC=C1)Cl)C(C)(C)C)NS(=O)(=O)C1=C(C=CC(=C1)F)F (N-{2-chloro-3-[5-(2-chloro-4-pyrimidinyl)-2-(1,1-dimethylethyl)-1,3-thiazol-4-yl]phenyl}-2,5-difluorobenzenesulfonamide), C[Zn]C (dimethyl zinc). Yields the product ClC1=C(C=CC=C1C=1N=C(SC1C1=NC(=NC=C1)C)C(C)(C)C)NS(=O)(=O)C1=C(C=CC(=C1)F)F (N-{2-chloro-3-[2-(1,1-dimethylethyl)-5-(2-methyl-4-pyrimidinyl)-1,3-thiazol-4-yl]phenyl}-2,5-difluorobenzenesulfonamide), solid. Yield: 84.0%. RXN SMILES: [Cl:1][C:2]1[C:7]([C:8]2[N:9]=[C:10]([C:20]([CH3:23])([CH3:22])[CH3:21])[S:11][C:12]=2[C:13]2[CH:18]=[CH:17][N:16]=[C:15](Cl)[N:14]=2)=[CH:6][CH:5]=[CH:4][C:3]=1[NH:24][S:25]([C:28]1[CH:33]=[C:32]([F:34])[CH:31]=[CH:30][C:29]=1[F:35])(=[O:27])=[O:26].[CH3:36][Zn]C.C1(C)C=CC=CC=1>>[Cl:1][C:2]1[C:7]([C:8]2[N:9]=[C:10]([C:20]([CH3:23])([CH3:22])[CH3:21])[S:11][C:12]=2[C:13]2[CH:18]=[CH:17][N:16]=[C:15]([CH3:36])[N:14]=2)=[CH:6][CH:5]=[CH:4][C:3]=1[NH:24][S:25]([C:28]1[CH:33]=[C:32]([F:34])[CH:31]=[CH:30][C:29]=1[F:35])(=[O:27])=[O:26]. Procedure details: Following a procedure analogous to the procedure described in Example 25 using N-{2-chloro-3-[5-(2-chloro-4-pyrimidinyl)-2-(1,1-dimethylethyl)-1,3-thiazol-4-yl]phenyl}-2,5-difluorobenzenesulfonamide (200 mg, 0.360 mmol) and dimethyl zinc in toluene (0.360 mL, 0.720 mmol), the title compound was obtained as a yellow solid (161 mg, 84% yield). MS (ESI): 535.0 [M+H]+. The reactants are ClC1=NC=CC(=N1)Cl (2,4-dichloropyrimidine), C1(CC1)C(CC#N)N1N=CC(=C1)B1OC(C(O1)(C)C)(C)C (3-cyclopropyl-3-(4-(4,4,5,5-tetramethyl-1,3,2-dioxaborolan-2-yl)-1H-pyrazol-1-yl)propanenitrile), P(=O)([O-])([O-])[O-].[K+].[K+].[K+] (potassium phosphate). Reagents/catalysts: C=1C=CC(=CC1)[P](C=2C=CC=CC2)(C=3C=CC=CC3)[Pd]([P](C=4C=CC=CC4)(C=5C=CC=CC5)C=6C=CC=CC6)([P](C=7C=CC=CC7)(C=8C=CC=CC8)C=9C=CC=CC9)[P](C=1C=CC=CC1)(C=1C=CC=CC1)C=1C=CC=CC1 (tetrakis(triphenylphosphine)palladium). Solvent: CCOC(=O)C (EtOAc), O1CCOCC1 (1,4-dioxane), O (water). Reaction conditions: temperature 100 celsius. Product: ClC1=NC=CC(=N1)C=1C=NN(C1)C(CC#N)C1CC1 (3-(4-(2-chloropyrimidin-4-yl)-1H-pyrazol-1-yl)-3-cyclopropylpropanenitrile), mixture. Yield: 71.8%. RXN SMILES: [Cl:1][C:2]1[N:7]=[C:6](Cl)[CH:5]=[CH:4][N:3]=1.[CH:9]1([CH:12]([N:16]2[CH:20]=[C:19](B3OC(C)(C)C(C)(C)O3)[CH:18]=[N:17]2)[CH2:13][C:14]#[N:15])[CH2:11][CH2:10]1.P([O-])([O-])([O-])=O.[K+].[K+].[K+]>O1CCOCC1.O.CCOC(C)=O.C1C=CC([P]([Pd]([P](C2C=CC=CC=2)(C2C=CC=CC=2)C2C=CC=CC=2)([P](C2C=CC=CC=2)(C2C=CC=CC=2)C2C=CC=CC=2)[P](C2C=CC=CC=2)(C2C=CC=CC=2)C2C=CC=CC=2)(C2C=CC=CC=2)C2C=CC=CC=2)=CC=1>[Cl:1][C:2]1[N:7]=[C:6]([C:19]2[CH:18]=[N:17][N:16]([CH:12]([CH:9]3[CH2:11][CH2:10]3)[CH2:13][C:14]#[N:15])[CH:20]=2)[CH:5]=[CH:4][N:3]=1 |f:2.3.4.5,^1:54,56,75,94|. Reported procedure: A mixture of 2,4-dichloropyrimidine (2.8 g, 0.019 mol), 3-cyclopropyl-3-(4-(4,4,5,5-tetramethyl-1,3,2-dioxaborolan-2-yl)-1H-pyrazol-1-yl)propanenitrile (4.50 g, 0.0157 mol), tetrakis(triphenylphosphine)palladium (1.0 g, 0.9 mmol), and potassium phosphate (0.1 g, 0.047 mol) in 1,4-dioxane (50 mL) and water (5 mL) was heated at 100° C. overnight. After cooling to room temperature, the mixture was diluted with EtOAc, washed with water, brine, dried over MgSO4, and concentrated. The residue was puri... Starting materials: FC(C1=CC=C(C=C1)B(O)O)(F)F (4-Trifluoromethylphenylboronic acid), ClC=1C=C(C(=O)OCC)C=CN1 (ethyl 2-chloroisonicotinate). Product: FC(C1=CC=C(C=C1)C=1C=C(C(=O)OCC)C=CN1)(F)F (ethyl 2-(4-trifluoromethylphenyl)-isonicotinate). As a reaction SMILES: [F:1][C:2]([F:13])([F:12])[C:3]1[CH:8]=[CH:7][C:6](B(O)O)=[CH:5][CH:4]=1.Cl[C:15]1[CH:16]=[C:17]([CH:23]=[CH:24][N:25]=1)[C:18]([O:20][CH2:21][CH3:22])=[O:19]>>[F:1][C:2]([F:13])([F:12])[C:3]1[CH:8]=[CH:7][C:6]([C:15]2[CH:16]=[C:17]([CH:23]=[CH:24][N:25]=2)[C:18]([O:20][CH2:21][CH3:22])=[O:19])=[CH:5][CH:4]=1. Procedure details: 4-Trifluoromethylphenylboronic acid (255 mg) and ethyl 2-chloroisonicotinate (200 mg) were reacted in the same manner as in Preparation Example 1 to obtain the title compound. Reaction conditions: time 1 hour. Run in CC(=O)C (acetone), C(Cl)Cl (CH2Cl2). Reported procedure: A solution of 900 mg (6.0 mmol) of 3-(R)-phenylbutan-1-ol (from EXAMPLE 104, Step A) and 3.0 mL (18.0 mmol) of DIEA in 10 mL of CH2Cl2 was treated with 0.7 mL (9.0 mmol) of methanesulfonyl chloride and the resulting mixture was stirred at rt for 1 h. The reaction was quenched with H2O and 50 mL of 1.0 N HCl. The quenched mixture was extracted 3× with CH2Cl2. The organic extracts were washed with sat'd NaCl, dried over Na2SO4, filtered and the filtrate concentrated. A mixture of the residue and 9... The product is ICC[C@@H](C)C1=CC=CC=C1 (1-Iodo-3-(R)-phenylbutane). Isolated yield 89.7%. Reaction SMILES: [C:1]1([C@H:7]([CH3:11])[CH2:8][CH2:9]O)[CH:6]=[CH:5][CH:4]=[CH:3][CH:2]=1.CCN(C(C)C)C(C)C.CS(Cl)(=O)=O.[Na+].[I-:27]>C(Cl)Cl.CC(C)=O>[I:27][CH2:9][CH2:8][C@H:7]([C:1]1[CH:6]=[CH:5][CH:4]=[CH:3][CH:2]=1)[CH3:11] |f:3.4|. Reactants: [Na+].[I-] (NaI), C1(=CC=CC=C1)[C@@H](CCO)C (3-(R)-phenylbutan-1-ol), CCN(C(C)C)C(C)C (DIEA), CS(=O)(=O)Cl (methanesulfonyl chloride). Reactants: BrC=1C(=CC(=[N+](C1)[O-])C)[N+](=O)[O-] (5-bromo-2-methyl-4-nitropyridine 1-oxide), [H-].[Na+] (sodium hydride), CC(CO)C (2-methyl-1-propanol), Cl (Hydrochloric acid). Reaction conditions: time 2 hour. Yields the product BrC=1C(=CC(=[N+](C1)[O-])C)OCC(C)C (5-bromo-4-isobutoxy-2-methylpyridine 1-oxide). RXN SMILES: [Br:1][C:2]1[C:3]([N+]([O-])=O)=[CH:4][C:5]([CH3:9])=[N+:6]([O-:8])[CH:7]=1.[H-].[Na+].Cl.[CH3:16][CH:17]([CH3:20])[CH2:18][OH:19]>>[Br:1][C:2]1[C:3]([O:19][CH2:18][CH:17]([CH3:20])[CH3:16])=[CH:4][C:5]([CH3:9])=[N+:6]([O-:8])[CH:7]=1 |f:1.2|. Procedure details: Under a nitrogen atmosphere, to a solution of 5-bromo-2-methyl-4-nitropyridine 1-oxide (4.10 g) in 2-methyl-1-propanol (80 mL) was added 60% sodium hydride (2.69 g) at 0° C., and the mixture was stirred for 2 hr. 6N Hydrochloric acid was added to the reaction mixture, and the resulting brown solid was filtered off. The solvent in the filtrate was evaporated under reduced pressure, and the residue was purified by silica gel column chromatography (NH, methanol/ethyl acetate) to give the title comp... Starting materials: Cl.ClC=1C=C(C=CC1[C@H]1CNCCO1)NC(C1=CC(=NC(=C1)C)C#N)=O ((S)—N-(3-Chloro-4-(morpholin-2-yl)phenyl)-2-cyano-6-methylisonicotinamide hydrochloride), C(C)(C)(C)OC(=O)N1C[C@@H](OCC1)C1=CC(=C(C=C1)N)F ((−)-(S)-2-(4-Amino-3-fluoro-phenyl)-morpholine-4-carboxylic acid tert-butyl ester). Product: Cl.C(#N)C=1C=C(C(=O)NC2=C(C=C(C=C2)[C@H]2CNCCO2)F)C=C(N1)C ((S)-2-Cyano-N-(2-fluoro-4-(morpholin-2-yl)phenyl)-6-methylisonicotinamide hydrochloride). As a reaction SMILES: Cl.[Cl:2][C:3]1[CH:4]=[C:5]([NH:15][C:16](=[O:26])[C:17]2[CH:22]=[C:21]([CH3:23])[N:20]=[C:19]([C:24]#[N:25])[CH:18]=2)[CH:6]=[CH:7][C:8]=1[C@@H:9]1[O:14][CH2:13][CH2:12][NH:11][CH2:10]1.C(OC(N1CCO[C@@H](C2C=CC(N)=C([F:47])C=2)C1)=O)(C)(C)C>>[ClH:2].[C:24]([C:19]1[CH:18]=[C:17]([CH:22]=[C:21]([CH3:23])[N:20]=1)[C:16]([NH:15][C:5]1[CH:6]=[CH:7][C:8]([C@@H:9]2[O:14][CH2:13][CH2:12][NH:11][CH2:10]2)=[CH:3][C:4]=1[F:47])=[O:26])#[N:25] |f:0.1,3.4|. Procedure details: In analogy to example 83, step a) using 2-Cyano-6-methyl-isonicotinic acid (described in example 112) instead of 2-(trifluoromethyl)-4-pyridinecarboxylic acid (CAS 131747-41-6) and (−)-(S)-2-(4-Amino-3-fluoro-phenyl)-morpholine-4-carboxylic acid tert-butyl ester (preparation described in example 1-h) instead of (+)-(R)-2-(4-Amino-2-fluoro-phenyl)-morpholine-4-carboxylic acid tert-butyl ester.